Dataset: the Open Reaction Database (ORD), a public repository of structured organic reaction records. Task: describe an organic reaction: reactants, conditions, products, and yield The reactants are BrCC(=O)Br (Bromoacetyl bromide), C(CCCCCCC)O (1-octanol), N1=CC=CC=C1 (pyridine). Solvent: C(Cl)Cl (methylene chloride). Conditions: time 10 minute. The product is BrCC(=O)OCCCCCCCC (1-octyl bromoacetate). The yield is 24.1%. Reaction SMILES: [Br:1][CH2:2][C:3](Br)=[O:4].[CH2:6]([OH:14])[CH2:7][CH2:8][CH2:9][CH2:10][CH2:11][CH2:12][CH3:13].N1C=CC=CC=1>C(Cl)Cl>[Br:1][CH2:2][C:3]([O:14][CH2:6][CH2:7][CH2:8][CH2:9][CH2:10][CH2:11][CH2:12][CH3:13])=[O:4]. Procedure details: Bromoacetyl bromide (20 g, 99.1 mmol) was added to a solution of 1-octanol (12.9 g, 99.1 mmol) and 10 ml of pyridine in 100 ml of methylene chloride at 0° C. After 10 minutes, the mixture was quenched with 100 ml of ice/water, and the aqueous layer was extracted with methylene chloride, and the combined organic layer was washed with 1N HCl (3×100ml) and brine. The organic layer was dried over magnesium sulfate, concentrated in vacuo, and the product was distilled under high vacuum to afford 6 g ... Starting materials: CO (methanol), C(C)(=O)OC(C)C1=CC=C(C=C1)C1=NC=C(C=N1)OCCCCCCCCCC ((-)-2-{4-(1-acetoxyethyl)phenyl}-5-decyloxypyrimidine), [OH-].[Na+] (sodium hydroxide), Cl (hydrochloric acid), compound ( VI ). Solvent: O1CCCC1 (tetrahydrofuran), C1(=CC=CC=C1)C (toluene). Yields the product OC(C)C1=CC=C(C=C1)C1=NC=C(C=N1)OCCCCCCCCCC ((-)-2-{4-(1-hydroxyethyl)phenyl}-5-decyloxypyrimidine). Yield: 98.4%. As a reaction SMILES: CO.C([O:6][CH:7]([C:9]1[CH:14]=[CH:13][C:12]([C:15]2[N:20]=[CH:19][C:18]([O:21][CH2:22][CH2:23][CH2:24][CH2:25][CH2:26][CH2:27][CH2:28][CH2:29][CH2:30][CH3:31])=[CH:17][N:16]=2)=[CH:11][CH:10]=1)[CH3:8])(=O)C.[OH-].[Na+].Cl>C1(C)C=CC=CC=1.O1CCCC1>[OH:6][CH:7]([C:9]1[CH:10]=[CH:11][C:12]([C:15]2[N:20]=[CH:19][C:18]([O:21][CH2:22][CH2:23][CH2:24][CH2:25][CH2:26][CH2:27][CH2:28][CH2:29][CH2:30][CH3:31])=[CH:17][N:16]=2)=[CH:13][CH:14]=1)[CH3:8] |f:2.3|. Procedure details: Into 100 ml of methanol and 50 ml of tetrahydrofuran were dissolved 15 g of the (-)-2-{4-(1-acetoxyethyl)phenyl}-5-decyloxypyrimidine obtained in Preparation Example [starting material compound (VI)] 70, and then 50 ml of 20% aqueous sodium hydroxide solution were added thereto, to subject to reaction at 40° to 45° C. for 4 hours. After completion of the reaction, 4N hydrochloric acid was added to the reaction mixture to adjust it to pH 7 to 8, and then 200 ml of toluene were added to effect ext... Starting materials: Inconel, ClC(C(F)(F)F)(C(F)(F)F)F (2-Chloroheptafluoropropane), [H][H] (hydrogen), Inconel. The reagents and catalysts are [Ni] (nickel), [Ni] (nickel). Yields the product C(F)(F)(F)C(F)C(F)(F)F (CF3CHFCF3). Reaction SMILES: Cl[C:2]([F:11])([C:7]([F:10])([F:9])[F:8])[C:3]([F:6])([F:5])[F:4].[H][H]>[Ni]>[C:3]([CH:2]([C:7]([F:10])([F:9])[F:8])[F:11])([F:6])([F:5])[F:4]. Reported procedure: 2-Chloroheptafluoropropane (1.38 g/hr) and hydrogen (22 cc/min) were fed into the 1/4" Inconel® nickel alloy reactor filled with Inconel® nickel alloy chips (10 g). Operation at 500° C. and 250 psig for 33.3 hours gave an average of 91.3% conversion with 99.4% selectivity to CF3CHFCF3. Run at time 1 hour. Reported procedure: To a mixture of tert-butyl 3-[(5-carbamoyl-4-{[2-(isopropylsulfonyl)phenyl]amino}-6-oxo-1,6-dihydropyrimidine-2-yl)amino]piperidine-1-carboxylate (Example 28) (299 mg) and ethyl acetate (3 mL), 4M hydrogen chloride in ethyl acetate (2.7 mL) was added under ice cooling and stirred at room temperature for 1 hour. The precipitated solid was collected by filtration and dried to give 4-{[2-(isopropylsulfonyl)phenyl]amino}-6-oxo-2-(piperidin-3-ylamino)-1,6-dihydropyrimidine-5-carboxamide dihydrochlori... The product is Cl.Cl.C(C)(C)S(=O)(=O)C1=C(C=CC=C1)NC=1N=C(NC(C1C(=O)N)=O)NC1CNCCC1 (4-{[2-(isopropylsulfonyl)phenyl]amino}-6-oxo-2-(piperidin-3-ylamino)-1,6-dihydropyrimidine-5-carboxamide dihydrochloride). The solvent is C(C)(=O)OCC (ethyl acetate), C(C)(=O)OCC (ethyl acetate). Starting materials: C(N)(=O)C1=C(N=C(NC1=O)NC1CN(CCC1)C(=O)OC(C)(C)C)NC1=C(C=CC=C1)S(=O)(=O)C(C)C (tert-butyl 3-[(5-carbamoyl-4-{[2-(isopropylsulfonyl)phenyl]amino}-6-oxo-1,6-dihydropyrimidine-2-yl)amino]piperidine-1-carboxylate), Cl (hydrogen chloride). As a reaction SMILES: [C:1]([C:4]1[C:9](=[O:10])[NH:8][C:7]([NH:11][CH:12]2[CH2:17][CH2:16][CH2:15][N:14](C(OC(C)(C)C)=O)[CH2:13]2)=[N:6][C:5]=1[NH:25][C:26]1[CH:31]=[CH:30][CH:29]=[CH:28][C:27]=1[S:32]([CH:35]([CH3:37])[CH3:36])(=[O:34])=[O:33])(=[O:3])[NH2:2].[ClH:38]>C(OCC)(=O)C>[ClH:38].[ClH:38].[CH:35]([S:32]([C:27]1[CH:28]=[CH:29][CH:30]=[CH:31][C:26]=1[NH:25][C:5]1[N:6]=[C:7]([NH:11][CH:12]2[CH2:17][CH2:16][CH2:15][NH:14][CH2:13]2)[NH:8][C:9](=[O:10])[C:4]=1[C:1]([NH2:2])=[O:3])(=[O:34])=[O:33])([CH3:37])[CH3:36] |f:3.4.5|. Reactants: ClC1=C(C=NN1C)[N+](=O)[O-] (5-chloro-1-methyl-4-nitro-1H-pyrazole), O.O.[F-].[K+] (potassium fluoride dihydrate), O1CCCC=C1B1OC(C)(C)C(C)(C)O1 (3,4-dihydro-2H-pyran-6-boronic acid pinacol ester). The reagents and catalysts are C=1C=CC(=CC1)/C=C/C(=O)/C=C/C2=CC=CC=C2.C=1C=CC(=CC1)/C=C/C(=O)/C=C/C2=CC=CC=C2.C=1C=CC(=CC1)/C=C/C(=O)/C=C/C2=CC=CC=C2.[Pd].[Pd].F[B-](F)(F)F.C(C)(C)(C)[PH+](C(C)(C)C)C(C)(C)C (Tris(dibenzylideneacetone)dipalladium tri-tert-butyl phosphonium tetrafluoroborate). The solvent is C1CCOC1 (THF). Reaction conditions: temperature 85 celsius. Yields the product O1CCCC=C1C1=C(C=NN1C)[N+](=O)[O-] (5-(3,4-dihydro-2H-pyran-6-yl)-1-methyl-4-nitro-1H-pyrazole). The yield is 82.2%. RXN SMILES: Cl[C:2]1[N:6]([CH3:7])[N:5]=[CH:4][C:3]=1[N+:8]([O-:10])=[O:9].O.O.[F-].[K+].[O:15]1[C:20](B2OC(C)(C)C(C)(C)O2)=[CH:19][CH2:18][CH2:17][CH2:16]1>C1COCC1.C1C=CC(/C=C/C(/C=C/C2C=CC=CC=2)=O)=CC=1.C1C=CC(/C=C/C(/C=C/C2C=CC=CC=2)=O)=CC=1.C1C=CC(/C=C/C(/C=C/C2C=CC=CC=2)=O)=CC=1.[Pd].[Pd].F[B-](F)(F)F.C([PH+](C(C)(C)C)C(C)(C)C)(C)(C)C>[O:15]1[C:16]([C:2]2[N:6]([CH3:7])[N:5]=[CH:4][C:3]=2[N+:8]([O-:10])=[O:9])=[CH:17][CH2:18][CH2:19][CH2:20]1 |f:1.2.3.4,7.8.9.10.11.12.13|. Procedure: A mixture of 5-chloro-1-methyl-4-nitro-1H-pyrazole (200 mg, 1.25 mmol), potassium fluoride dihydrate (235 mg, 2.5 mmol) and 3,4-dihydro-2H-pyran-6-boronic acid pinacol ester (394 mg, 1.88 mmol) in THF (3 mL) was degassed by bubbling nitrogen through it for 15 min. Tris(dibenzylideneacetone)dipalladium/tri-tert-butyl phosphonium tetrafluoroborate mixture (mole ratio: 1/1.2, 151 mg, 0.13 mmol) was added and the mixture degassed for a further 10 min before being heated in the microwave at 85° C. fo... Reactants: C1(=CC=CC=C1)C1CCN(CC1)CCCl (β-(4-phenyl-piperidino)-ethyl chloride), β-4-phenylpiperidine, C1(=CC=CC=C1)C1CCN(CC1)CCO (β-(4-phenyl-piperidino)-ethanol), ClCCO (2-chloroethanol), C([O-])([O-])=O.[K+].[K+] (potassium carbonate), O (water). Run in C(Cl)(Cl)Cl (chloroform). The product is C(C(=O)O)(=O)O.C1(=CC=CC=C1)C1CCN(CC1)CCOC(C(OC(C)=O)(CC1=CC=CC=C1)CC1=CC=CC=C1)=O (Acetyl-dibenzyl-glycolic-acid β-(4-phenyl-piperidino)-ethyl ester oxalate). Reaction SMILES: Cl[CH2:2][CH2:3][OH:4].[C:5](=[O:8])([O-:7])[O-:6].[K+].[K+].[C:11]1([CH:17]2[CH2:22][CH2:21]N(CC[OH:25])CC2)[CH:16]=[CH:15][CH:14]=[CH:13][CH:12]=1.[C:26]1([CH:32]2[CH2:37][CH2:36][N:35]([CH2:38][CH2:39]Cl)[CH2:34][CH2:33]2)[CH:31]=[CH:30][CH:29]=[CH:28][CH:27]=1.[OH2:41]>C(Cl)(Cl)Cl>[C:3]([OH:4])(=[O:25])[C:5]([OH:7])=[O:8].[C:26]1([CH:32]2[CH2:37][CH2:36][N:35]([CH2:38][CH2:39][O:6][C:5](=[O:8])[C:22]([CH2:17][C:11]3[CH:12]=[CH:13][CH:14]=[CH:15][CH:16]=3)([CH2:21][C:11]3[CH:16]=[CH:15][CH:14]=[CH:13][CH:12]=3)[O:41][C:3](=[O:4])[CH3:2])[CH2:34][CH2:33]2)[CH:31]=[CH:30][CH:29]=[CH:28][CH:27]=1 |f:1.2.3,8.9|. Reported procedure: 75 g. (0.46 mol) β-4-phenylpiperidine is heated with 38 g. (0.46 mol) 2-chloroethanol for 5 hours at about 120° C. After cooling, the reaction mixture is dissolved in 500 ml. water, rendered alkaline with potassium carbonate, extracted with 1 liter ether, dried, evaporated and the residue distilled in a high vacuum. There is obtained 55 g. (61% of theory) β-(4-phenyl-piperidino)-ethanol (b.p. 155° C./0.2 mm.Hg.), which is dissolved in 500 ml. chloroform. The corresponding hydrochloride is then p... The reactants are C(C(=O)[O-])(=O)[O-] (oxalate), 5.4-N, CNC (dimethylamine), CC1=C(C2=CC=CC3=C2N1C1=C(CC3)C=CC=C1)C (6,7-dihydro-1,2-dimethylindolo[1,7-ab][1]benzazepine), C=O (formaldehyde). The solvent is C(C)(=O)O (acetic acid). Run at temperature 90 celsius. Yields the product CN(CCC1=C(C2=CC=CC3=C2N1C1=C(CC3)C=CC=C1)C)C (1-(2-dimethylaminoethyl)-6,7-dihydro-2-methylindolo[1,7-ab][1]benzazepine). The yield is 69.5%. As a reaction SMILES: [CH3:1][NH:2][CH3:3].C=O.[CH3:6][C:7]1[N:15]2[C:16]3[CH:23]=[CH:22][CH:21]=[CH:20][C:17]=3[CH2:18][CH2:19][C:13]3=[C:14]2[C:9](=[CH:10][CH:11]=[CH:12]3)[C:8]=1[CH3:24].[C:25]([O-])(=O)C([O-])=O>C(O)(=O)C>[CH3:1][N:2]([CH3:25])[CH2:3][CH2:6][C:7]1[N:15]2[C:16]3[CH:23]=[CH:22][CH:21]=[CH:20][C:17]=3[CH2:18][CH2:19][C:13]3=[C:14]2[C:9](=[CH:10][CH:11]=[CH:12]3)[C:8]=1[CH3:24]. Procedure: 2.34 ml (1.5 × 0.0085 mol) of 5.4-N ethanolic dimethylamine was added, below the surface and with cooling, to 13.6 ml of glacial acetic acid. 0.95 ml (1.5 × 0.0085 mol) of a 40% formaldehyde solution were also added, followed by 2.1 g (0.0085 mol) of 6,7-dihydro-1,2-dimethylindolo[1,7-ab][1]benzazepine. The mixture was heated for 7 hours at 90° C, evaporated in vacuo and taken up in water and ether. The ether was separated and extracted with 2-N hydrochloric acid. The combined acid/aqueous extra...